From a dataset of the Open Reaction Database (ORD), a public repository of structured organic reaction records. describe an organic reaction: reactants, conditions, products, and yield Reactants: O=C([O-])O, C1CCOC1, [Li]C(C)CC, CC(C)[Si](C(C)C)(C(C)C)n1ccc2c(Cl)ccnc21, Cl, [Na+], CN(C)C=O. Yields the product CC(C)[Si](C(C)C)(C(C)C)n1ccc2c(Cl)c(C=O)cnc21. Reaction SMILES: [C:32](=[O:33])([OH:34])[O-:35].[CH2:37]1[O:38][CH2:39][CH2:40][CH2:41]1.[CH:21]([Li:22])([CH2:23][CH3:24])[CH3:25].[Cl:1][c:2]1[c:3]2[c:4]([n:5][cH:6][cH:7]1)[n:8]([Si:11]([CH:12]([CH3:13])[CH3:14])([CH:15]([CH3:16])[CH3:17])[CH:18]([CH3:19])[CH3:20])[cH:9][cH:10]2.[ClH:31].[Na+:36].[O:26]=[CH:27][N:28]([CH3:29])[CH3:30]>>[Cl:1][c:2]1[c:3]2[c:4]([n:5][cH:6][c:7]1[CH:27]=[O:26])[n:8]([Si:11]([CH:12]([CH3:13])[CH3:14])([CH:15]([CH3:16])[CH3:17])[CH:18]([CH3:19])[CH3:20])[cH:9][cH:10]2. Starting materials: FC(C1=C(C=CC=C1)CC#N)(F)F (2-(Trifluoromethyl)phenylacetonitrile), C1COCCOCCOCCOCCOCCO1 (18-crown-6), C(C=C)(=O)OC (methyl acrylate). The reagents and catalysts are CC(C)([O-])C.[K+] (Potassium tert-butoxide). Run in O1CCCC1 (tetrahydrofuran). Conditions: time 40 minute. The product is C(#N)C(CCC(=O)OC)C1=C(C=CC=C1)C(F)(F)F (methyl 4-cyano-4-(2-trifluoromethylphenyl)butanoate). As a reaction SMILES: [F:1][C:2]([F:13])([F:12])[C:3]1[CH:8]=[CH:7][CH:6]=[CH:5][C:4]=1[CH2:9][C:10]#[N:11].C1OCCOCCOCCOCCOCCOC1.[C:32]([O:36][CH3:37])(=[O:35])[CH:33]=[CH2:34]>O1CCCC1.CC(C)([O-])C.[K+]>[C:10]([CH:9]([C:4]1[CH:5]=[CH:6][CH:7]=[CH:8][C:3]=1[C:2]([F:12])([F:13])[F:1])[CH2:34][CH2:33][C:32]([O:36][CH3:37])=[O:35])#[N:11] |f:4.5|. Procedure: 2-(Trifluoromethyl)phenylacetonitrile (2.0 g) was dissolved in tetrahydrofuran (50 mL). Potassium tert-butoxide (60.6 mg), 18-crown-6 (2.85 g) and methyl acrylate (973 μL) were added at 0° C. and the mixture was stirred at the same temperature for 40 minutes. The reaction was terminated with saturated ammonium chloride, followed by dilution with ethyl acetate. The organic layer was washed with brine and dried over magnesium sulfate. Concentration under reduced pressure gave an oil. The oil was p... Reactants: CN(C1=CC(=C(C=C1)C1=CC=NC=C1)C)C (N,N,3-trimethyl-4-(pyridine-4-yl)aniline), CI (methyl iodide). The solvent is C(C)#N (acetonitrile). Reaction conditions: time 2 hour. The product is [I-].CN(C1=CC(=C(C=C1)C1=CC=[N+](C=C1)C)C)C (4-(4-(dimethylamino)-2-methylphenyl)-1-methylpyridinium iodide). Reaction SMILES: [CH3:1][N:2]([CH3:16])[C:3]1[CH:8]=[CH:7][C:6]([C:9]2[CH:14]=[CH:13][N:12]=[CH:11][CH:10]=2)=[C:5]([CH3:15])[CH:4]=1.[CH3:17][I:18]>C(#N)C>[I-:18].[CH3:1][N:2]([CH3:16])[C:3]1[CH:8]=[CH:7][C:6]([C:9]2[CH:14]=[CH:13][N+:12]([CH3:17])=[CH:11][CH:10]=2)=[C:5]([CH3:15])[CH:4]=1 |f:3.4|. Reported procedure: N,N,3-trimethyl-4-(pyridine-4-yl)aniline (0.2 g, 0.9 mmols) was dissolved in acetonitrile (50 ml) and methyl iodide (3 ml) was added. The mixture was heated at reflux with stirring for 2 hrs cooled and evaporated to a volume of 10 ml. Then diethyl ether (50 ml) was added and the product crystallized resulting in (0.068 g, 0.19 mmols) of 4-(4-(dimethylamino)-2-methylphenyl)-1-methylpyridinium iodide as a red solid. 1H NMR (DMSO-d6) δ 2.40 (s, 3H), 3.00 (s, 6H), 4.30 (s, 3H), 6.70 (m, 2H), 6.90 (d... Starting materials: ClC=1C=C2C(=NC1)N(C=C2C2=NC=C(C(=N2)S(=O)(=O)C)F)S(=O)(=O)C2=CC=C(C)C=C2 (5-chloro-3-(5-fluoro-4-(methylsulfonyl)pyrimidin-2-yl)-1-tosyl-1H-pyrrolo[2,3-b]pyridine), 1a, NC1CC(CCC1)O (3-aminocyclohexanol), CCN(C(C)C)C(C)C (DIEA). The solvent is C1CCOC1 (THF). Conditions: temperature 130 celsius. Product: ClC=1C=C2C(=NC1)N(C=C2C2=NC=C(C(=N2)NC2C[C@H](CCC2)O)F)S(=O)(=O)C2=CC=C(C)C=C2 ((S)-3-(2-(5-chloro-1-tosyl-1H-pyrrolo[2,3-b]pyridin-3-yl)-5-fluoropyrimidin-4-ylamino)cyclohexanol). Reaction SMILES: [Cl:1][C:2]1[CH:3]=[C:4]2[C:10]([C:11]3[N:16]=[C:15](S(C)(=O)=O)[C:14]([F:21])=[CH:13][N:12]=3)=[CH:9][N:8]([S:22]([C:25]3[CH:31]=[CH:30][C:28]([CH3:29])=[CH:27][CH:26]=3)(=[O:24])=[O:23])[C:5]2=[N:6][CH:7]=1.[NH2:32][CH:33]1[CH2:38][CH2:37][CH2:36][CH:35]([OH:39])[CH2:34]1.CCN(C(C)C)C(C)C>C1COCC1>[Cl:1][C:2]1[CH:3]=[C:4]2[C:10]([C:11]3[N:16]=[C:15]([NH:32][CH:33]4[CH2:38][CH2:37][CH2:36][C@H:35]([OH:39])[CH2:34]4)[C:14]([F:21])=[CH:13][N:12]=3)=[CH:9][N:8]([S:22]([C:25]3[CH:31]=[CH:30][C:28]([CH3:29])=[CH:27][CH:26]=3)(=[O:24])=[O:23])[C:5]2=[N:6][CH:7]=1. Procedure: To a solution of 5-chloro-3-(5-fluoro-4-(methylsulfonyl)pyrimidin-2-yl)-1-tosyl-1H-pyrrolo[2,3-b]pyridine, 1a, (1.09 g, 2.34 mmol) and 3-aminocyclohexanol (0.32 g, 2.82 mmol) in THF was added DIEA (0.60 g, 4.69 mmol). The reaction mixture was heated at 130° C. in microwave for 10 min. The solvent was removed under reduced pressure and the resulting residue was purified by silica gel chromatography to afford 550 mg of the desired product, 27a. Starting materials: C(C)(C)(C)OC(C1=CC=C(C=C1)CBr)=O (4-bromomethylbenzoic acid tert-butyl ester), C([O-])([O-])=O.[Cs+].[Cs+] (cesium carbonate), BrC1=CC=C2C=C(N=CC2=C1)O (7-bromo-3-hydroxy-isoquinoline). Solvent: CN(C=O)C (dimethylformamide). Run at time 8 hour. Yields the product C(C)(C)(C)OC(C1=CC=C(C=C1)CN1C=C2C=C(C=CC2=CC1=O)Br)=O (4-(7-bromo-3-oxo-2H-isoquinolin-2-ylmethyl)benzoic acid tert-butyl ester). Reaction SMILES: [Br:1][C:2]1[CH:11]=[C:10]2[C:5]([CH:6]=[C:7]([OH:12])[N:8]=[CH:9]2)=[CH:4][CH:3]=1.[C:13]([O:17][C:18](=[O:27])[C:19]1[CH:24]=[CH:23][C:22]([CH2:25]Br)=[CH:21][CH:20]=1)([CH3:16])([CH3:15])[CH3:14].C(=O)([O-])[O-].[Cs+].[Cs+]>CN(C)C=O>[C:13]([O:17][C:18](=[O:27])[C:19]1[CH:20]=[CH:21][C:22]([CH2:25][N:8]2[C:7](=[O:12])[CH:6]=[C:5]3[C:10]([CH:11]=[C:2]([Br:1])[CH:3]=[CH:4]3)=[CH:9]2)=[CH:23][CH:24]=1)([CH3:16])([CH3:15])[CH3:14] |f:2.3.4|. Procedure: A suspension of 7-bromo-3-hydroxy-isoquinoline (7.02 g, 28.2 mmol) in dimethylformamide (75 mL) is treated with 4-bromomethylbenzoic acid tert-butyl ester (12.5 g, 36.7 mmol) and cesium carbonate (11.94 g, 36.7 mmol), then stirred overnight at room temperature. The dimethylformamide is evaporated in vacuo, the residue is diluted with ethyl acetate, washed with 1N HCl, the organic portion washed with brine, dried over MgSO4 and evaporated to dryness. The residue is triturated with hot hexanes/eth... Reactants: BrBr, ClC(Cl)Cl, CCCCOc1nc(N)c2ncn(Cc3cccc(CP(C)(=O)OCC)c3)c2n1. The product is CCCCOc1nc(N)c2nc(Br)n(Cc3cccc(CP(C)(=O)OCC)c3)c2n1. RXN SMILES: [Br:30][Br:31].[Cl:32][CH:33]([Cl:34])[Cl:35].[NH2:1][c:2]1[c:3]2[n:4][cH:5][n:6]([CH2:16][c:17]3[cH:18][c:19]([CH2:23][P:24]([O:25][CH2:26][CH3:27])(=[O:28])[CH3:29])[cH:20][cH:21][cH:22]3)[c:7]2[n:8][c:9]([O:11][CH2:12][CH2:13][CH2:14][CH3:15])[n:10]1>>[NH2:1][c:2]1[c:3]2[n:4][c:5]([Br:30])[n:6]([CH2:16][c:17]3[cH:18][c:19]([CH2:23][P:24]([O:25][CH2:26][CH3:27])(=[O:28])[CH3:29])[cH:20][cH:21][cH:22]3)[c:7]2[n:8][c:9]([O:11][CH2:12][CH2:13][CH2:14][CH3:15])[n:10]1. The reactants are FC(C1=CC=C(C=C1)C(C(C)=O)=O)(F)F (1-[4-(trifluoromethyl)phenyl]propane-1,2-dione), BrBr (bromine), S(=S)(=O)([O-])[O-].[Na+].[Na+] (sodium thiosulfate). Run in C(Cl)(Cl)Cl (chloroform). Reaction conditions: temperature 70 celsius, time 6 hour. The product is BrCC(C(=O)C1=CC=C(C=C1)C(F)(F)F)=O (3-Bromo-1-[4-(trifluoromethyl)phenyl]propane-1,2-dione). Reaction SMILES: [F:1][C:2]([F:15])([F:14])[C:3]1[CH:8]=[CH:7][C:6]([C:9](=[O:13])[C:10](=[O:12])[CH3:11])=[CH:5][CH:4]=1.[Br:16]Br.S([O-])([O-])(=O)=S.[Na+].[Na+]>C(Cl)(Cl)Cl>[Br:16][CH2:11][C:10](=[O:12])[C:9]([C:6]1[CH:5]=[CH:4][C:3]([C:2]([F:14])([F:15])[F:1])=[CH:8][CH:7]=1)=[O:13] |f:2.3.4|. Procedure: To a chloroform (6.0 mL) solution of 1-[4-(trifluoromethyl)phenyl]propane-1,2-dione (0.65 g), bromine (0.62 mL) was added, and the resultant was stirred at 70° C. for 6 hours. After standing to cool to room temperature, a 10% aqueous sodium thiosulfate solution was added thereto, followed by extraction with chloroform. An organic layer was separated using a phase separator, and the solvent was distilled off under reduced pressure to obtain the title compound (1.1 g) as a yellow oil. As a reaction SMILES: [CH2:36]([Cl:37])[Cl:38].[CH3:4][C:5]([CH2:6][CH:7]=[CH2:8])([CH3:9])[c:10]1[n:11][n:12][c:13]([NH:15][C:16]([CH:17]([CH2:18][CH2:19][CH3:20])[NH:21][C:22]([CH2:23][c:24]2[cH:25][c:26]([F:31])[cH:27][c:28]([F:30])[cH:29]2)=[O:32])=[O:33])[s:14]1.[N:34]#[N:35].[O-:1][O+:2]=[O:3]>>[O:1]=[CH:7][CH2:6][C:5]([CH3:4])([CH3:9])[c:10]1[n:11][n:12][c:13]([NH:15][C:16]([CH:17]([CH2:18][CH2:19][CH3:20])[NH:21][C:22]([CH2:23][c:24]2[cH:25][c:26]([F:31])[cH:27][c:28]([F:30])[cH:29]2)=[O:32])=[O:33])[s:14]1. Product: CCCC(NC(=O)Cc1cc(F)cc(F)c1)C(=O)Nc1nnc(C(C)(C)CC=O)s1. Reactants: ClCCl, C=CCC(C)(C)c1nnc(NC(=O)C(CCC)NC(=O)Cc2cc(F)cc(F)c2)s1, N#N, O=[O+][O-]. Starting materials: [OH-].[Na+] (sodium hydroxide), COC1=CC=C(C=C1)C(CO)CCO (2-(4-methoxyphenyl)-1,4-butanediol), NCC(=O)O (glycine), C1=CC(=C[N+](=C1)[C@H]2[C@@H]([C@@H]([C@H](O2)COP(=O)([O-])OP(=O)(O)OC[C@@H]3[C@H]([C@H]([C@@H](O3)N4C=NC5=C4N=CN=C5N)O)O)O)O)C(=O)N (β-NAD+), [OH-].[Na+] (sodium hydroxide), NCC(=O)O (Glycine), COC=1C=CC(=CC1)C=O (anisaldehyde), [OH-].[Na+] (sodium hydroxide), [OH-].[Na+] (sodium hydroxide), alcohol. Run in CC(=O)C (acetone), C(C)O (ethanol), O (water), C(Cl)Cl (methylene chloride). Product: COC1=CC=C(C=C1)[C@@H]1C(=O)OCC1 ((2R)-2-(4-methoxyphenyl)butyrolactone). As a reaction SMILES: NCC(O)=O.[OH-].[Na+].[CH3:8][O:9][C:10]1[CH:15]=[CH:14][C:13]([CH:16]([CH2:19][CH2:20][OH:21])[CH2:17][OH:18])=[CH:12][CH:11]=1.C1C=[N+]([C@@H]2O[C@H](COP(OP(OC[C@H]3O[C@@H](N4C5N=CN=C(N)C=5N=C4)[C@H](O)[C@@H]3O)(O)=O)([O-])=O)[C@@H](O)[C@H]2O)C=C(C(N)=O)C=1.COC1C=CC(C=O)=CC=1>O.CC(C)=O.C(O)C.C(Cl)Cl>[CH3:8][O:9][C:10]1[CH:11]=[CH:12][C:13]([C@H:16]2[CH2:19][CH2:20][O:21][C:17]2=[O:18])=[CH:14][CH:15]=1 |f:1.2|. Reported procedure: Glycine (18.8 grams) is dissolved in 2 liters of deionized water, and the pH is adjusted by the addition of 10% sodium hydroxide to 9.0. 2-(4-methoxyphenyl)-1,4-butanediol (10.0 grams) is dissolved in 150 ml of acetone added to the glycine solution with stirring, followed by the addition of β-NAD+ (Sigma, 0.5 grams). To the resulting solution is added horse liver alcohol dehydrogenase (Sigma, 250 mg, approximately 400 units). After the enzyme has dissolved the pH is readjusted to 9.0 with 10% so... Reactants: NC[C@H]1N(CCC[C@H]1C)C(=O)C1=NC(=CC=C1N1N=CC=N1)C (((2S,3R)-2-(aminomethyl)-3-methylpiperidin-1-yl)(6-methyl-3-(2H-1,2,3-triazol-2-yl)pyridin-2-yl)methanone), BrC1=NC=C(C=C1)Cl (2-bromo-5-chloropyridine). Product: ClC=1C=CC(=NC1)NC[C@H]1N(CCC[C@H]1C)C(=O)C1=NC(=CC=C1N1N=CC=N1)C (((2S,3R)-2-(((5-Chloropyridin-2-yl)amino)methyl)-3-methylpiperidin-1-yl)(6-methyl-3-(2H-1,2,3-triazol-2-yl)pyridin-2-yl)methanone). As a reaction SMILES: [NH2:1][CH2:2][C@@H:3]1[C@H:8]([CH3:9])[CH2:7][CH2:6][CH2:5][N:4]1[C:10]([C:12]1[C:17]([N:18]2[N:22]=[CH:21][CH:20]=[N:19]2)=[CH:16][CH:15]=[C:14]([CH3:23])[N:13]=1)=[O:11].Br[C:25]1[CH:30]=[CH:29][C:28]([Cl:31])=[CH:27][N:26]=1>>[Cl:31][C:28]1[CH:29]=[CH:30][C:25]([NH:1][CH2:2][C@@H:3]2[C@H:8]([CH3:9])[CH2:7][CH2:6][CH2:5][N:4]2[C:10]([C:12]2[C:17]([N:18]3[N:22]=[CH:21][CH:20]=[N:19]3)=[CH:16][CH:15]=[C:14]([CH3:23])[N:13]=2)=[O:11])=[N:26][CH:27]=1. Procedure details: The title compound was prepared following the same general protocol as described for Example A44 using ((2S,3R)-2-(aminomethyl)-3-methylpiperidin-1-yl)(6-methyl-3-(2H-1,2,3-triazol-2-yl)pyridin-2-yl)methanone and 2-bromo-5-chloropyridine. ESI-MS (m/z): 426 [M+1]+.